Dataset: the Open Reaction Database (ORD), a public repository of structured organic reaction records. Task: describe an organic reaction: reactants, conditions, products, and yield The reactants are NC1=C(C=NN1CC)N=O (5-amino-1-ethyl-4-nitrosopyrazole), [Na] (sodium), C(C)OC(CC(=O)C)=O (acetoacetic acid ethyl ester). Solvent: C(C)O (ethanol). The product is C(C)N1N=CC=2C1=NC(=C(N2)C(=O)O)C (1-Ethyl-6-methyl-1H-pyrazolo[3,4-b]pyrazine-5-carboxylic acid). RXN SMILES: [NH2:1][C:2]1[N:6]([CH2:7][CH3:8])[N:5]=[CH:4][C:3]=1[N:9]=O.[Na].C([O:14][C:15](=[O:20])[CH2:16][C:17]([CH3:19])=O)C>C(O)C>[CH2:7]([N:6]1[C:2]2=[N:1][C:17]([CH3:19])=[C:16]([C:15]([OH:20])=[O:14])[N:9]=[C:3]2[CH:4]=[N:5]1)[CH3:8] |^1:10|. Reported procedure: 49 g. of 5-amino-1-ethyl-4-nitrosopyrazole (0.35 mol.) are added to a solution of 8.05 g. of sodium (0.35 mol.) in 350 ml. of absolute ethanol and this is stirred at room temperature for 30 minutes. After the addition of 50 g. of acetoacetic acid ethyl ester (0.385 mol.) the reaction mixture is heated at reflux temperature for 31/2 hours. The precipitated sodium salt is filtered off, washed with ether and dried at 50°, yield 47.1 g. (59%). By dissolving the sodium salt in water, treatment with c...